The task is: describe an organic reaction: reactants, conditions, products, and yield. This data is from the Open Reaction Database (ORD), a public repository of structured organic reaction records. The reactants are O=C(CC1=NC2=C(N1)C=C(C=C2C(=O)OC)NC(=O)C2=C(C=CC=C2)C(F)(F)F)N2CCCC2 (methyl 2-[2-oxo-2-(pyrrolidin-1-yl)ethyl]-6-({[2-(trifluoromethyl)phenyl]carbonyl}amino)-1H-benzimidazole-4-carboxylate), O.[OH-].[Li+] (lithium hydroxide hydrate). Run in CO.O (MeOH water). Yields the product O=C(CC1=NC2=C(N1)C=C(C=C2C(=O)O)NC(=O)C2=C(C=CC=C2)C(F)(F)F)N2CCCC2 (2-[2-Oxo-2-(pyrrolidin-1-yl)ethyl]-6-({[2-(trifluoromethyl)phenyl]carbonyl}amino)-1H-benzimidazole-4-carboxylic acid). The yield is 83.6%. RXN SMILES: [O:1]=[C:2]([N:30]1[CH2:34][CH2:33][CH2:32][CH2:31]1)[CH2:3][C:4]1[NH:8][C:7]2[CH:9]=[C:10]([NH:17][C:18]([C:20]3[CH:25]=[CH:24][CH:23]=[CH:22][C:21]=3[C:26]([F:29])([F:28])[F:27])=[O:19])[CH:11]=[C:12]([C:13]([O:15]C)=[O:14])[C:6]=2[N:5]=1.O.[OH-].[Li+]>CO.O>[O:1]=[C:2]([N:30]1[CH2:34][CH2:33][CH2:32][CH2:31]1)[CH2:3][C:4]1[NH:8][C:7]2[CH:9]=[C:10]([NH:17][C:18]([C:20]3[CH:25]=[CH:24][CH:23]=[CH:22][C:21]=3[C:26]([F:28])([F:29])[F:27])=[O:19])[CH:11]=[C:12]([C:13]([OH:15])=[O:14])[C:6]=2[N:5]=1 |f:1.2.3,4.5|. Procedure details: A solution of methyl 2-[2-oxo-2-(pyrrolidin-1-yl)ethyl]-6-({[2-(trifluoromethyl)phenyl]carbonyl}amino)-1H-benzimidazole-4-carboxylate (74 mg) and lithium hydroxide hydrate (66 mg) in MeOH-water (1:1, 2 mL) was stirred at 50° C. for 30 minutes. The solvent was removed under reduced pressure, water was added, and the residue was neutralized by 1N hydrochloric acid under ice-cooling. The precipitate was collected by filtration, washed with diethyl ether, and dried under reduced pressure to obtain t... Starting materials: ice, [H-].[Al+3].[Li+].[H-].[H-].[H-] (lithium aluminium hydride), BrC1=C(C=C(C#N)C=C1)CN1CCC2=CC=CC=C12 (4-bromo-3-(2,3-dihydro-indol-1-ylmethyl)-benzonitrile). Solvent: O1CCCC1 (tetrahydrofuran), O1CCCC1 (tetrahydrofuran). Conditions: time 1 hour. Product: BrC1=C(C=C(CN)C=C1)CN1CCC2=CC=CC=C12 (4-bromo-3-(2,3-dihydro-indol-1-ylmethyl)-benzylamine). The yield is 103.9%. As a reaction SMILES: [Br:1][C:2]1[CH:9]=[CH:8][C:5]([C:6]#[N:7])=[CH:4][C:3]=1[CH2:10][N:11]1[C:19]2[C:14](=[CH:15][CH:16]=[CH:17][CH:18]=2)[CH2:13][CH2:12]1.[H-].[Al+3].[Li+].[H-].[H-].[H-]>O1CCCC1>[Br:1][C:2]1[CH:9]=[CH:8][C:5]([CH2:6][NH2:7])=[CH:4][C:3]=1[CH2:10][N:11]1[C:19]2[C:14](=[CH:15][CH:16]=[CH:17][CH:18]=2)[CH2:13][CH2:12]1 |f:1.2.3.4.5.6|. Procedure details: The crude 4-bromo-3-(2,3-dihydro-indol-1-ylmethyl)-benzonitrile (3.04 g) dissolved in dry tetrahydrofuran (50 mL) was dropped to an ice-cold slurry of lithium aluminium hydride 4.16 g, 0.11 mmol) in dry tetrahydrofuran (50 mL). The mixture was stirred for 1 h at ambient temperature, and then heated at reflux for another hour. The flask was cooled on ice, and the reaction mixture quenched with water (4.2 mL) followed by 15% NaOH(aq) (4.2 mL). Additional water (12.6 mL) was added and the mixture s... Reactants: CN(C(OC(C)(C)C)=O)C1=CC=C(C=N1)C1=NC=CC(=C1)OC=1C=NC(=CC1)[N+](=O)[O-] (tert-butyl methyl(4-((6-nitropyridin-3-yl)oxy)-[2,3′-bipyridin]-6′-yl)carbamate). The reagents and catalysts are [Pd] (Pd/C). The solvent is CCOC(=O)C (EtOAc). Product: NC1=CC=C(C=N1)OC1=CC(=NC=C1)C=1C=NC(=CC1)N(C(OC(C)(C)C)=O)C (tert-butyl (4-((6-aminopyridin-3-yl)oxy)-[2,3′-bipyridin]-6′-yl)(methyl)carbamate). Yield: 86.9%. As a reaction SMILES: [CH3:1][N:2]([C:10]1[N:15]=[CH:14][C:13]([C:16]2[CH:21]=[C:20]([O:22][C:23]3[CH:24]=[N:25][C:26]([N+:29]([O-])=O)=[CH:27][CH:28]=3)[CH:19]=[CH:18][N:17]=2)=[CH:12][CH:11]=1)[C:3](=[O:9])[O:4][C:5]([CH3:8])([CH3:7])[CH3:6]>CCOC(C)=O.[Pd]>[NH2:29][C:26]1[N:25]=[CH:24][C:23]([O:22][C:20]2[CH:19]=[CH:18][N:17]=[C:16]([C:13]3[CH:14]=[N:15][C:10]([N:2]([CH3:1])[C:3](=[O:9])[O:4][C:5]([CH3:6])([CH3:7])[CH3:8])=[CH:11][CH:12]=3)[CH:21]=2)=[CH:28][CH:27]=1. Reported procedure: A solution of tert-butyl methyl(4-((6-nitropyridin-3-yl)oxy)-[2,3′-bipyridin]-6′-yl)carbamate (0.26 g, 0.614 mmol) in EtOAc (10 mL) was treated with 10% Pd/C (50% wet, 6.53 mg, 0.061 mmol) and hydrogenated (1 atm) for 16 h. The solids were removed via filtration through diatomaceous earth, washed with EtOAc and the filtrate concentrated to dryness to afford tert-butyl (4-((6-aminopyridin-3-yl)oxy)-[2,3′-bipyridin]-6′-yl)(methyl)carbamate (210 mg, 87%) as a white amorphous solid. 1H NMR (400 MHz,... Starting materials: BrCCCCC(C(=O)O)C1=CC=CC=C1 (6-Bromo-2-phenylhexanoic acid), C1(=CC=CC=C1)P(C1=CC=CC=C1)C1=CC=CC=C1 (triphenylphosphine). Solvent: C(C)#N (acetonitrile). Conditions: temperature 100 celsius. The product is [Br-].C(=O)(O)C(CCCC[P+](C1=CC=CC=C1)(C1=CC=CC=C1)C1=CC=CC=C1)C1=CC=CC=C1 (5-carboxy-5-phenylpentyltriphenylphosphonium bromide). Isolated yield 66.7%. As a reaction SMILES: [Br:1][CH2:2][CH2:3][CH2:4][CH2:5][CH:6]([C:10]1[CH:15]=[CH:14][CH:13]=[CH:12][CH:11]=1)[C:7]([OH:9])=[O:8].[C:16]1([P:22]([C:29]2[CH:34]=[CH:33][CH:32]=[CH:31][CH:30]=2)[C:23]2[CH:28]=[CH:27][CH:26]=[CH:25][CH:24]=2)[CH:21]=[CH:20][CH:19]=[CH:18][CH:17]=1>C(#N)C>[Br-:1].[C:7]([CH:6]([C:10]1[CH:15]=[CH:14][CH:13]=[CH:12][CH:11]=1)[CH2:5][CH2:4][CH2:3][CH2:2][P+:22]([C:23]1[CH:24]=[CH:25][CH:26]=[CH:27][CH:28]=1)([C:29]1[CH:34]=[CH:33][CH:32]=[CH:31][CH:30]=1)[C:16]1[CH:17]=[CH:18][CH:19]=[CH:20][CH:21]=1)([OH:9])=[O:8] |f:3.4|. Procedure: 6-Bromo-2-phenylhexanoic acid (16 g, 59 mmole) and triphenylphosphine (20 g, 76 mmole) were dissolved in acetonitrile (100 ml), and the solution was heated at 100° C. for 18 hours. After the completion of the reaction, the solution was cooled and the solvent removed under reduced pressure. The residue was washed three times with toluene, whereby crystals separated out. The crystals were recrystallized from ethyl acetate to give 5-carboxy-5-phenylpentyltriphenylphosphonium bromide (21 g, 67%, m.p...